From a dataset of the Open Reaction Database (ORD), a public repository of structured organic reaction records. describe an organic reaction: reactants, conditions, products, and yield Starting materials: CN(C)C=O, O=C(Cl)C(=O)Cl, O=C(O)CCc1ccc(F)cc1F. Product: O=C(Cl)CCc1ccc(F)cc1F. Reaction SMILES: [CH3:20][N:21]([CH3:22])[CH:23]=[O:24].[Cl:14][C:15]([C:16]([Cl:17])=[O:18])=[O:19].[F:1][c:2]1[c:3]([CH2:9][CH2:10][C:11](=[O:12])[OH:13])[cH:4][cH:5][c:6]([F:8])[cH:7]1>>[F:1][c:2]1[c:3]([CH2:9][CH2:10][C:11](=[O:13])[Cl:14])[cH:4][cH:5][c:6]([F:8])[cH:7]1. The reactants are CC(C)C[AlH]CC(C)C, Cl, C1CCOC1, COC(=O)c1cc(OCc2ccc3ccccc3n2)no1. Yields the product OCc1cc(OCc2ccc3ccccc3n2)no1. Reaction SMILES: [CH3:1][CH:2]([CH2:3][AlH:4][CH2:5][CH:6]([CH3:7])[CH3:8])[CH3:9].[ClH:31].[O:32]1[CH2:33][CH2:34][CH2:35][CH2:36]1.[n:10]1[c:11]([CH2:20][O:21][c:22]2[n:23][o:24][c:25]([C:27](=[O:28])[O:29][CH3:30])[cH:26]2)[cH:12][cH:13][c:14]2[cH:15][cH:16][cH:17][cH:18][c:19]12>>[n:10]1[c:11]([CH2:20][O:21][c:22]2[n:23][o:24][c:25]([CH2:27][OH:28])[cH:26]2)[cH:12][cH:13][c:14]2[cH:15][cH:16][cH:17][cH:18][c:19]12. The reactants are ClC1=C(C=C(C=C1)S(=O)(=O)O)[N+](=O)[O-] (4-chloro-3-nitrobenzenesulfonic acid), NC1=CC=CC=C1 (aniline), Cl (hydrochloric acid). Solvent: CC(=O)N(C)C (dimethylacetamide). Product: [N+](=O)([O-])C=1C=C(C=CC1NC1=CC=CC=C1)S(=O)(=O)Cl (3-nitro-4-phenylaminobenzenesulfonyl chloride). As a reaction SMILES: Cl[C:2]1[CH:7]=[CH:6][C:5]([S:8]([OH:11])(=[O:10])=O)=[CH:4][C:3]=1[N+:12]([O-:14])=[O:13].[NH2:15][C:16]1[CH:21]=[CH:20][CH:19]=[CH:18][CH:17]=1.[ClH:22]>CC(N(C)C)=O>[N+:12]([C:3]1[CH:4]=[C:5]([S:8]([Cl:22])(=[O:10])=[O:11])[CH:6]=[CH:7][C:2]=1[NH:15][C:16]1[CH:21]=[CH:20][CH:19]=[CH:18][CH:17]=1)([O-:14])=[O:13]. Reported procedure: A mixture composed of 23.8 g (0.1 mol) of 4-chloro-3-nitrobenzenesulfonic acid, 28 g of aniline and 30 ml of dimethylacetamide was heated to 90° to 100° C. for 3 hours. After being allowed to cool, the reaction solution was poured into cold diluted hydrochloric acid, and the resulting yellow crystals were filtered off. The resulting salt of 3-nitro-4-phenylaminobenzenesulfonic acid was chlorinated under the same condition as in (1-b) to obtain 3-nitro-4-phenylaminobenzenesulfonyl chloride (3-b).